Dataset: the Open Reaction Database (ORD), a public repository of structured organic reaction records. Task: describe an organic reaction: reactants, conditions, products, and yield Reaction SMILES: [C:1]([CH3:2])([CH3:3])([CH3:4])[c:5]1[cH:6][c:7]([O:12][CH3:13])[cH:8][cH:9][c:10]1[OH:11].[CH3:21][C:22](=[O:23])[OH:24].[CH3:26][CH2:27][CH2:28][CH2:29][CH2:30][CH3:31].[ClH:25].[O:14]=[C:15]1[CH2:16][CH2:17][CH2:18][CH2:19][CH2:20]1>>[C:1]([CH3:2])([CH3:3])([CH3:4])[c:5]1[cH:6][c:7]([O:12][CH3:13])[cH:8][c:9]([C:15]2=[CH:16][CH2:17][CH2:18][CH2:19][CH2:20]2)[c:10]1[OH:11]. Reactants: COc1ccc(O)c(C(C)(C)C)c1, CC(=O)O, CCCCCC, Cl, O=C1CCCCC1. Yields the product COc1cc(C2=CCCCC2)c(O)c(C(C)(C)C)c1. The reactants are CI, [K+], [K+], O=C([O-])[O-], CN(C)C=O, O, COC(=O)c1cccc([N+](=O)[O-])c1O. Yields the product COC(=O)c1cccc([N+](=O)[O-])c1OC. RXN SMILES: [I:21][CH3:22].[K+:15].[K+:16].[O-:17][C:18]([O-:19])=[O:20].[O:24]=[CH:25][N:26]([CH3:27])[CH3:28].[OH2:23].[OH:1][c:2]1[c:3]([C:4](=[O:5])[O:6][CH3:7])[cH:8][cH:9][cH:10][c:11]1[N+:12](=[O:13])[O-:14]>>[O:1]([c:2]1[c:3]([C:4](=[O:5])[O:6][CH3:7])[cH:8][cH:9][cH:10][c:11]1[N+:12](=[O:13])[O-:14])[CH3:18]. The reactants are FC=1C=C(C=CC1F)N1N=CC(=C(C1=O)OCCC=C(C)C)C1=CC=C(C=C1)S(=O)(=O)C (2-(3,4-difluorophenyl)-4-(4-methyl-3-pentenyloxy)-5-[4-(methylsulfonyl)phenyl]-3(2H)-pyridazinone), N (NH3). The product is FC=1C=C(C=CC1F)N1N=CC(=C(C1=O)OCCC=C(C)C)C1=CC=C(C=C1)S(=O)(=O)N (2-(3,4-Difluorophenyl)-4-(4-methyl-3-pentenyloxy)-5-[4-(aminosulfonyl)phenyl]-3(2H)-pyridazinone). As a reaction SMILES: [F:1][C:2]1[CH:3]=[C:4]([N:9]2[C:14](=[O:15])[C:13]([O:16][CH2:17][CH2:18][CH:19]=[C:20]([CH3:22])[CH3:21])=[C:12]([C:23]3[CH:28]=[CH:27][C:26]([S:29](C)(=[O:31])=[O:30])=[CH:25][CH:24]=3)[CH:11]=[N:10]2)[CH:5]=[CH:6][C:7]=1[F:8].[NH3:33]>>[F:1][C:2]1[CH:3]=[C:4]([N:9]2[C:14](=[O:15])[C:13]([O:16][CH2:17][CH2:18][CH:19]=[C:20]([CH3:22])[CH3:21])=[C:12]([C:23]3[CH:28]=[CH:27][C:26]([S:29]([NH2:33])(=[O:31])=[O:30])=[CH:25][CH:24]=3)[CH:11]=[N:10]2)[CH:5]=[CH:6][C:7]=1[F:8]. Reported procedure: The title compound was prepared according to the method of Example 384 substituting 2-(3,4-difluorophenyl)-4-(4-methyl-3-pentenyloxy)-5-[4-(methylsulfonyl)phenyl]-3(2H)-pyridazinone in place of 2-benzyl-4-(4-fluorophenyl)-5-[4-(methylsulfonyl)phenyl]-3(2H)-pyridazinone. mp 70-73° C. 1H NMR (300 MHz, DMSO-d6) δ 1.5 (d, 6H), 2.27 (m, 2H) 4.43 (t, 2H), 4.5 (m, 1H), 7.5 (m, 2H), 7.6 (m, 1H), 7.8 (m, 2H), 7.92 (d, J=2 H, 2H), 8.2 (s, 1H). MS (DCI/NH3) m/z 462 (M+H)+, 479 (M+NH4)+. Anal. calc. for C22...